Dataset: the Open Reaction Database (ORD), a public repository of structured organic reaction records. Task: describe an organic reaction: reactants, conditions, products, and yield Starting materials: FC1=CC=C(C=C1)C1C(CNCC1)OCC1=CC2=CC=CC=C2C(=C1)OCC1=C(C=CC=C1)OCOCC[Si](C)(C)C ((3RS,4RS)-4-(4-fluorophenyl)-3-[4-[2-(2-trimethylsilyl-ethoxymethoxy)-benzyloxy]-naphthalen-2-ylmethoxy]-piperidine), Example 5 ( g ), solution, Cl (hydrogen chloride). Solvent: CO (methanol). Yields the product FC1=CC=C(C=C1)C1C(CNCC1)OCC1=CC2=CC=CC=C2C(=C1)OCC1=C(C=CC=C1)O ((3RS,4RS)-4-(4-fluorophenyl)-3-[4-[2-hydroxy-benzyloxy]-naphthalen-2-ylmethoxy]-piperidine). As a reaction SMILES: [F:1][C:2]1[CH:7]=[CH:6][C:5]([CH:8]2[CH2:13][CH2:12][NH:11][CH2:10][CH:9]2[O:14][CH2:15][C:16]2[CH:25]=[C:24]([O:26][CH2:27][C:28]3[CH:33]=[CH:32][CH:31]=[CH:30][C:29]=3[O:34]COCC[Si](C)(C)C)[C:23]3[C:18](=[CH:19][CH:20]=[CH:21][CH:22]=3)[CH:17]=2)=[CH:4][CH:3]=1.Cl>CO>[F:1][C:2]1[CH:3]=[CH:4][C:5]([CH:8]2[CH2:13][CH2:12][NH:11][CH2:10][CH:9]2[O:14][CH2:15][C:16]2[CH:25]=[C:24]([O:26][CH2:27][C:28]3[CH:33]=[CH:32][CH:31]=[CH:30][C:29]=3[OH:34])[C:23]3[C:18](=[CH:19][CH:20]=[CH:21][CH:22]=3)[CH:17]=2)=[CH:6][CH:7]=1. Reported procedure: Cleavage of the SEM group from (3RS,4RS)-4-(4-fluorophenyl)-3-[4-[2-(2-trimethylsilyl-ethoxymethoxy)-benzyloxy]-naphthalen-2-ylmethoxy]-piperidine using a 2N solution of hydrogen chloride in methanol analogously to the procedure described in Example 5 (g) yielded (3RS,4RS)-4-(4-fluorophenyl)-3-[4-[2-hydroxy-benzyloxy]-naphthalen-2-ylmethoxy]-piperidine as a colourless resin; MS: 458 (M+H)+. The solvent is CN(C=O)C (dimethylformamide). Product: N[C@@H]1C(N(C1)C(=O)NS(=O)(=O)N1C(C(N(CC1)NC(=O)C=1NC=C(C(C1)=O)O)=O)=O)=O ((S)-N-[4-[[[(3-Amino-2-oxo-1-azetidinyl)carbonyl]amino]sulfonyl]-2,3-dioxo-1-piperazinyl]-1,4-dihydro-5-hydroxy-4-oxo-2-pyridinecarboxamide). Reactants: C1(=CC=CC=C1)COC1=CC(=NC=C1OCC1=CC=CC=C1)C(=O)NN1C(C(N(CC1)S(=O)(=O)NC(=O)N1C([C@H](C1)NC(OCC1=CC=CC=C1)=O)=O)=O)=O ((S)-[1-[[[[4-[[[4,5-bis(phenylmethoxy)-2-pyridinyl]carbonyl]amino]-2,3-dioxo-1-piperazinyl]sulfonyl]amino]carbonyl]-2-oxo-3-azetidinyl]carbamic acid, phenylmethyl ester). Reaction conditions: time 45 minute. Reaction SMILES: C1(C[O:8][C:9]2[C:14]([O:15]CC3C=CC=CC=3)=[CH:13][N:12]=[C:11]([C:23]([NH:25][N:26]3[CH2:31][CH2:30][N:29]([S:32]([NH:35][C:36]([N:38]4[CH2:41][C@H:40]([NH:42]C(=O)OCC5C=CC=CC=5)[C:39]4=[O:53])=[O:37])(=[O:34])=[O:33])[C:28](=[O:54])[C:27]3=[O:55])=[O:24])[CH:10]=2)C=CC=CC=1>CN(C)C=O.[Pd]>[NH2:42][C@H:40]1[CH2:41][N:38]([C:36]([NH:35][S:32]([N:29]2[CH2:30][CH2:31][N:26]([NH:25][C:23]([C:11]3[NH:12][CH:13]=[C:14]([OH:15])[C:9](=[O:8])[CH:10]=3)=[O:24])[C:27](=[O:55])[C:28]2=[O:54])(=[O:33])=[O:34])=[O:37])[C:39]1=[O:53]. The reagents and catalysts are [Pd] (palladium on charcoal). Reported procedure: To a solution of (S)-[1-[[[[4-[[[4,5-bis(phenylmethoxy)-2-pyridinyl]carbonyl]amino]-2,3-dioxo-1-piperazinyl]sulfonyl]amino]carbonyl]-2-oxo-3-azetidinyl]carbamic acid, phenylmethyl ester (1.54 g, 2 mmol) in 30 ml of dimethylformamide was added 0.77 g of palladium on charcoal, and the mixture was hydrogenolyzed for 45 minutes. The catalyst was removed by filtration over Hyflo and the resulting solution was used for the next step without isolation of the title compound.